describe an organic reaction: reactants, conditions, products, and yield From a dataset of the Open Reaction Database (ORD), a public repository of structured organic reaction records. Starting materials: CC(C(C(=O)C1N(NCCC1)C(CCCC#CC=1C=NC=CC1)=O)=O)(CC)C (3,3-dimethyl-1-[2-(6-(3-pyridyl)hex-5 ynoyl)perhydropyridazinyl] pentane-1,2-dione). The reagents and catalysts are O=[Pt]=O (PtO2). Run in CO (MeOH). Product: CC(C(C(=O)C1N(NCCC1)C(CCCCCC=1C=NC=CC1)=O)=O)(CC)C (3,3-dimethyl-1-[2-(6-(3-pyridyl)-hexanoyl)perhydropyridazinyl] pentane-1,2-dione). Reaction SMILES: [CH3:1][C:2]([CH3:28])([CH2:26][CH3:27])[C:3](=[O:25])[C:4]([CH:6]1[CH2:11][CH2:10][CH2:9][NH:8][N:7]1[C:12](=[O:24])[CH2:13][CH2:14][CH2:15][C:16]#[C:17][C:18]1[CH:19]=[N:20][CH:21]=[CH:22][CH:23]=1)=[O:5]>CO.O=[Pt]=O>[CH3:1][C:2]([CH3:28])([CH2:26][CH3:27])[C:3](=[O:25])[C:4]([CH:6]1[CH2:11][CH2:10][CH2:9][NH:8][N:7]1[C:12](=[O:24])[CH2:13][CH2:14][CH2:15][CH2:16][CH2:17][C:18]1[CH:19]=[N:20][CH:21]=[CH:22][CH:23]=1)=[O:5]. Procedure: 0.1 g PtO2 was added to a solution of 3,3-dimethyl-1-[2-(6-(3-pyridyl)hex-5 ynoyl)perhydropyridazinyl] pentane-1,2-dione (0.3 g, 0.8 mmol) in 20 ml dry MeOH. The mixture was under hydrogenation at room pressure (1 atm) overnight. The product was obtained as clear oil after filtering the catalyst, concentration and purifying on a silica gel (0.125 g, 41%). Rf=0.18 (EtOAc). 1H NMR (CDCl3, 400 MHz): δ 0.89 (t, 3H, J=7.4); 1.24 (s, 6H); 1.38 (m, 2H); 1.66 (m, 10H)i 2.14 (m, 2H); 2.63 (m, 2H); 2.82 (... Starting materials: CC1(c2ccc3c(Br)c(OC4CCC(C(C)(C)C)CC4)ccc3c2)COC(=O)N1, CC(N)(CO)c1ccc2c(-c3ccc(OC(F)(F)F)cc3)c(OC3CCC(C(C)(C)C)CC3)ccc2c1. Yields the product CC(N)(CO)c1ccc2c(Br)c(OC3CCC(C(C)(C)C)CC3)ccc2c1. Reaction SMILES: [Br:38][c:39]1[c:40]2[cH:41][cH:42][c:43]([C:60]3([CH3:66])[NH:61][C:62](=[O:65])[O:63][CH2:64]3)[cH:44][c:45]2[cH:46][cH:47][c:48]1[O:49][CH:50]1[CH2:51][CH2:52][CH:53]([C:56]([CH3:57])([CH3:58])[CH3:59])[CH2:54][CH2:55]1.[NH2:1][C:2]([c:3]1[cH:4][cH:5][c:6]2[c:7]([cH:8][cH:9][c:10]([O:11][CH:12]3[CH2:13][CH2:14][CH:15]([C:16]([CH3:17])([CH3:18])[CH3:19])[CH2:20][CH2:21]3)[c:22]2-[c:23]2[cH:24][cH:25][c:26]([O:27][C:28]([F:29])([F:30])[F:31])[cH:32][cH:33]2)[cH:34]1)([CH3:35])[CH2:36][OH:37]>>[Br:38][c:39]1[c:40]2[cH:41][cH:42][c:43]([C:60]([NH2:61])([CH2:64][OH:63])[CH3:66])[cH:44][c:45]2[cH:46][cH:47][c:48]1[O:49][CH:50]1[CH2:51][CH2:52][CH:53]([C:56]([CH3:57])([CH3:58])[CH3:59])[CH2:54][CH2:55]1. Starting materials: ClC(=O)N1C2=C(NC(C3=C1C=CC=C3)=O)C=CC=N2 (11-(chlorocarbonyl)-5,11-dihydro-6H-pyrido[2,3-b][1,4]benzodiazepin-6-one), C(C)N(CC)CC1N(CCCC1)CCN (2-[2-[(diethylamino)methyl]piperidin-1-yl]ethanamine). Solvent: C(C)#N (acetonitrile). Conditions: temperature 45 celsius, time 3 hour. Product: Cl.C(C)N(CC)CC1N(CCCC1)CCNC(=O)N1C2=C(NC(C3=C1C=CC=C3)=O)C=CC=N2 (11-[[[2-[2-[(Diethylamino)methyl]-piperidin-1-yl]ethyl]amino]carbonyl]-5,11-dihydro-6H-pyrido[2,3-b][1,4]benzodiazepin-6-one hydrochloride). As a reaction SMILES: [Cl:1][C:2]([N:4]1[C:10]2[CH:11]=[CH:12][CH:13]=[CH:14][C:9]=2[C:8](=[O:15])[NH:7][C:6]2[CH:16]=[CH:17][CH:18]=[N:19][C:5]1=2)=[O:3].[CH2:20]([N:22]([CH2:25][CH:26]1[CH2:31][CH2:30][CH2:29][CH2:28][N:27]1[CH2:32][CH2:33][NH2:34])[CH2:23][CH3:24])[CH3:21]>C(#N)C>[ClH:1].[CH2:20]([N:22]([CH2:25][CH:26]1[CH2:31][CH2:30][CH2:29][CH2:28][N:27]1[CH2:32][CH2:33][NH:34][C:2]([N:4]1[C:10]2[CH:11]=[CH:12][CH:13]=[CH:14][C:9]=2[C:8](=[O:15])[NH:7][C:6]2[CH:16]=[CH:17][CH:18]=[N:19][C:5]1=2)=[O:3])[CH2:23][CH3:24])[CH3:21] |f:3.4|. Procedure details: A mixture of 33.4 g (0.122 mol) of 11-(chlorocarbonyl)-5,11-dihydro-6H-pyrido[2,3-b][1,4]benzodiazepin-6-one, 28.0 g (0.131 mol) of 2-[2-[(diethylamino)methyl]piperidin-1-yl]ethanamine and 730 ml of anhydrous acetonitrile was stirred for 3 hours at a reaction temperature of 45° C. After standing for 1 hour in an ice bath, the precipitate formed was suction filtered and washed with ice cold acetonitrile. It was dissolved in 400 ml of hot ethanol, 4.6 g of activated charcoal were added, the mixtur...